This data is from the Open Reaction Database (ORD), a public repository of structured organic reaction records. The task is: describe an organic reaction: reactants, conditions, products, and yield Starting materials: [Mg] (magnesium), N1=CC=C(C=C1)C=O (4-pyridinecarboxaldehyde), [Cl-].[NH4+] (ammonium chloride), II (iodine), FC(C1=CC(=CC2=CC=CC=C12)Br)(F)F (1-trifluoromethyl-3-bromonaphthalene), [H][H] (hydrogen). The solvent is O1CCCC1 (tetrahydrofuran), O1CCCC1 (tetrahydrofuran), O1CCCC1 (tetrahydrofuran). Run at time 3 hour. Yields the product Cl.FC(C1=CC(=CC2=CC=CC=C12)C(O)C1CCNCC1)(F)F (α(4-trifluoromethyl-2-naphthyl)-4-piperidinemethanol hydrochloride). Reaction SMILES: [Mg].II.[F:4][C:5]([F:18])([F:17])[C:6]1[C:15]2[C:10](=[CH:11][CH:12]=[CH:13][CH:14]=2)[CH:9]=[C:8](Br)[CH:7]=1.[N:19]1[CH:24]=[CH:23][C:22]([CH:25]=[O:26])=[CH:21][CH:20]=1.[Cl-:27].[NH4+].[H][H]>O1CCCC1>[ClH:27].[F:4][C:5]([F:18])([F:17])[C:6]1[C:15]2[C:10](=[CH:11][CH:12]=[CH:13][CH:14]=2)[CH:9]=[C:8]([CH:25]([CH:22]2[CH2:23][CH2:24][NH:19][CH2:20][CH2:21]2)[OH:26])[CH:7]=1 |f:4.5,8.9|. Reported procedure: To a suspension of 2.5 g (0.1 mole) of magnesium in 20 ml of tetrahydrofuran is added a crystal of iodine and a solution of 27.5 g (0.1 mole) of 1-trifluoromethyl-3-bromonaphthalene in 25 ml of tetrahydrofuran. The agitated mixture is refluxed for 1 hour, whereupon 10.7 g (0.1 mole) of 4-pyridinecarboxaldehyde dissolved in 50 ml of tetrahydrofuran is added gradually and heating continued for 3 hours. The reaction mixture is decomposed with saturated aqueous ammonium chloride solution and extract... The reactants are CCCCCC=1C=C(C2=C(C1)OC([C@H]3[C@H]2C=C(CC3)C)(C)C)O.[N+](=O)([O-])C1=C(C=CC=C1)SNCC(=O)[O-] (THC N-(2-nitrophenylsulfenyl)glycinate). Run in ClCCl (dichloromethane), C1(=CC=CC=C1)S (thiophenol), C(=O)(C(F)(F)F)O (TFA). Product: CCCCCC=1C=C(C2=C(C1)OC([C@H]3[C@H]2C=C(CC3)C)(C)C)O.NCC(=O)[O-] (THC glycinate). As a reaction SMILES: [CH3:1][CH2:2][CH2:3][CH2:4][CH2:5][C:6]1[CH:7]=[C:8]([OH:23])[C:9]2[C@@H:15]3[CH:16]=[C:17]([CH3:20])[CH2:18][CH2:19][C@H:14]3[C:13]([CH3:22])([CH3:21])[O:12][C:10]=2[CH:11]=1.[N+](C1C=CC=CC=1S[NH:34][CH2:35][C:36]([O-:38])=[O:37])([O-])=O>ClCCl.C1(S)C=CC=CC=1.C(O)(C(F)(F)F)=O>[CH3:1][CH2:2][CH2:3][CH2:4][CH2:5][C:6]1[CH:7]=[C:8]([OH:23])[C:9]2[C@@H:15]3[CH:16]=[C:17]([CH3:20])[CH2:18][CH2:19][C@H:14]3[C:13]([CH3:22])([CH3:21])[O:12][C:10]=2[CH:11]=1.[NH2:34][CH2:35][C:36]([O-:38])=[O:37] |f:0.1,5.6|. Procedure details: THC N-(2-nitrophenylsulfenyl)glycinate (6.1 mg, 0.0116 mmol) was dissolved at ambient temperature in dry dichloromethane containing 10% (v/v) of thiophenol and 1.5% (v/v) of TFA (100 μl). After 5 min the mixture was quenched by addition of 120 μL 3% triethylamine in DCM (at 0° C.). The solution of crude product was chromatographed directly on silica gel with dichloromethane-methanol (gradient 1:0, 20:1, 10:1, 5:1). The combined fractions containing the product were diluted with chloroform, conce...